This data is from the Open Reaction Database (ORD), a public repository of structured organic reaction records. The task is: describe an organic reaction: reactants, conditions, products, and yield The reactants are CC(=O)NCC1CC1c1c(Br)ccc2nn(C)cc12, COC(C)=O, CO, C[O-], Cl, [Cu]Br, [Na+]. Yields the product COc1ccc2nn(C)cc2c1C1CC1CNC(C)=O. Reaction SMILES: [Br:1][c:2]1[c:3]([CH:12]2[CH:13]([CH2:15][NH:16][C:17]([CH3:18])=[O:19])[CH2:14]2)[c:4]2[cH:5][n:6]([CH3:11])[n:7][c:8]2[cH:9][cH:10]1.[C:20]([O:21][CH3:23])(=[O:22])[CH3:24].[CH3:25][OH:26].[CH3:27][O-:28].[ClH:30].[Cu:31][Br:32].[Na+:29]>>[c:2]1([O:22][CH3:20])[c:3]([CH:12]2[CH:13]([CH2:15][NH:16][C:17]([CH3:18])=[O:19])[CH2:14]2)[c:4]2[cH:5][n:6]([CH3:11])[n:7][c:8]2[cH:9][cH:10]1.